Dataset: the Open Reaction Database (ORD), a public repository of structured organic reaction records. Task: describe an organic reaction: reactants, conditions, products, and yield The reactants are 38, C(C)OC(OCC)P(OCC)(=O)CC1=CC=CC=C1 (ethyl diethoxymethyl(benzyl)phosphinate). Reagents/catalysts: [Ni] (Raney nickel). The solvent is C(C)O (ethanol). Run at time 12 hour. Yields the product C(C)OC(OCC)P(OCC)(=O)CC1CCCCC1 (ethyl diethoxymethyl(cyclohexylmethyl)phosphinate). As a reaction SMILES: [CH2:1]([O:3][CH:4]([P:8]([CH2:13][C:14]1[CH:19]=[CH:18][CH:17]=[CH:16][CH:15]=1)(=[O:12])[O:9][CH2:10][CH3:11])[O:5][CH2:6][CH3:7])[CH3:2]>C(O)C.[Ni]>[CH2:1]([O:3][CH:4]([P:8]([CH2:13][CH:14]1[CH2:15][CH2:16][CH2:17][CH2:18][CH2:19]1)(=[O:12])[O:9][CH2:10][CH3:11])[O:5][CH2:6][CH3:7])[CH3:2]. Reported procedure: A solution of 38 bg of ethyl diethoxymethyl(benzyl)phosphinate in 300 ml of absolute ethanol is treated with 20 g of Raney nickel and the suspension is hydrogenated at 110° C. and 150 bar for 12 hours. After this time the mixture is filtered through celite® and the filtrate is evaporated to dryness. Distillation of the residue in high vacuum gives ethyl diethoxymethyl(cyclohexylmethyl)phosphinate of b.p. 120° (10-2 mbar). 'H-NMR (CDCl3): δ (ppm)=,4.62 (1 H, d, CHP), 4.17 (2 H, m, CH2OP), 3.84+3.... Starting materials: Cl.N1=C(C=CC=C1)N(C(=O)C1=CC2=C(N(C(=N2)CNC=2SC(=CN2)C(N)=N)C)C=C1)CCC(=O)OCC (1-methyl-2-[N-(5-amidinothiazol-2-yl)aminomethyl]benzimidazol-5-yl-carboxylic acid-N-(2-pyridyl)-N-(2-ethoxycarbonylethyl)amide hydrochloride), [OH-].[Na+] (sodium hydroxide). Product: N1=C(C=CC=C1)N(C(=O)C1=CC2=C(N(C(=N2)CNC=2SC(=CN2)C(N)=N)C)C=C1)CCC(=O)O (1-Methyl-2-[N-(5-amidinothiazol-2-yl)aminomethyl]benzimidazol-5-yl-carboxylic acid-N-(2-pyridyl)-N-(2-hydroxycarbonylethyl)amide). As a reaction SMILES: Cl.[N:2]1[CH:7]=[CH:6][CH:5]=[CH:4][C:3]=1[N:8]([CH2:31][CH2:32][C:33]([O:35]CC)=[O:34])[C:9]([C:11]1[CH:30]=[CH:29][C:14]2[N:15]([CH3:28])[C:16]([CH2:18][NH:19][C:20]3[S:21][C:22]([C:25](=[NH:27])[NH2:26])=[CH:23][N:24]=3)=[N:17][C:13]=2[CH:12]=1)=[O:10].[OH-].[Na+]>>[N:2]1[CH:7]=[CH:6][CH:5]=[CH:4][C:3]=1[N:8]([CH2:31][CH2:32][C:33]([OH:35])=[O:34])[C:9]([C:11]1[CH:30]=[CH:29][C:14]2[N:15]([CH3:28])[C:16]([CH2:18][NH:19][C:20]3[S:21][C:22]([C:25](=[NH:26])[NH2:27])=[CH:23][N:24]=3)=[N:17][C:13]=2[CH:12]=1)=[O:10] |f:0.1,2.3|. Reported procedure: Prepared analogously to Example 26 from 1-methyl-2-[N-(5-amidinothiazol-2-yl)aminomethyl]benzimidazol-5-yl-carboxylic acid-N-(2-pyridyl)-N-(2-ethoxycarbonylethyl)amide hydrochloride and sodium hydroxide solution. Reactants: Cl, [N-]=[N+]=NCC1Cc2cccc(-c3ccc(Cl)cc3Cl)c2O1. Yields the product NCC1Cc2cccc(-c3ccc(Cl)cc3Cl)c2O1. RXN SMILES: [ClH:22].[N:1](=[N+:2]=[N-:3])[CH2:4][CH:5]1[O:6][c:7]2[c:8]([cH:10][cH:11][cH:12][c:13]2-[c:14]2[c:15]([Cl:21])[cH:16][c:17]([Cl:20])[cH:18][cH:19]2)[CH2:9]1>>[NH2:1][CH2:4][CH:5]1[O:6][c:7]2[c:8]([cH:10][cH:11][cH:12][c:13]2-[c:14]2[c:15]([Cl:21])[cH:16][c:17]([Cl:20])[cH:18][cH:19]2)[CH2:9]1. The reactants are C(=O)O.ClC1=CC=C(OC=2C=C(OCCC3CNC3)C=CC2)C=C1 (3-{2-[3-(4-chloro-phenoxy)-phenoxy]-ethyl}-azetidine formic acid salt), C1(=CC=CC=C1)OC(NC1=CN=C2N1N=CC=C2)=O (imidazo[1,2-b]pyridazin-3-yl-carbamic acid phenyl ester), TEA, CC#N (CH3CN). The solvent is CCOC(=O)C (EtOAc). Conditions: time 16 hour. Yields the product N=1C=C(N2N=CC=CC21)NC(=O)N2CC(C2)CCOC2=CC(=CC=C2)OC2=CC=C(C=C2)Cl (3-{2-[3-(4-Chloro-phenoxy)-phenoxy]-ethyl}-azetidine-1-carboxylic acid imidazo[1,2-b]pyridazin-3-ylamide). Yield: 58.0%. RXN SMILES: C(O)=O.[Cl:4][C:5]1[CH:24]=[CH:23][C:8]([O:9][C:10]2[CH:11]=[C:12]([CH:20]=[CH:21][CH:22]=2)[O:13][CH2:14][CH2:15][CH:16]2[CH2:19][NH:18][CH2:17]2)=[CH:7][CH:6]=1.CC#N.C1([O:34][C:35](=O)[NH:36][C:37]2[N:41]3[N:42]=[CH:43][CH:44]=[CH:45][C:40]3=[N:39][CH:38]=2)C=CC=CC=1>CCOC(C)=O>[N:39]1[CH:38]=[C:37]([NH:36][C:35]([N:18]2[CH2:17][CH:16]([CH2:15][CH2:14][O:13][C:12]3[CH:20]=[CH:21][CH:22]=[C:10]([O:9][C:8]4[CH:7]=[CH:6][C:5]([Cl:4])=[CH:24][CH:23]=4)[CH:11]=3)[CH2:19]2)=[O:34])[N:41]2[C:40]=1[CH:45]=[CH:44][CH:43]=[N:42]2 |f:0.1|. Procedure: To a solution consisting of 3-{2-[3-(4-chloro-phenoxy)-phenoxy]-ethyl}-azetidine formic acid salt (0.040 g, 0.13 mmol), TEA (0.018 mL, 0.13 mmol) and CH3CN (1.0 mL) was added imidazo[1,2-b]pyridazin-3-yl-carbamic acid phenyl ester (0.034 g, 0.13 mmol). The reaction mixture was stirred at room temperature for 16 h, then diluted with EtOAc (40 mL) and washed with saturated aq. NaHCO3 (40 mL). The organic layer was dried (Na2SO4) and concentrated. The crude residue was purified (FCC) to give the ti... Reactants: ClCCl, CN(C)C=O, O=C(Cl)C(=O)Cl, CC(C)(O)Cn1ccc(N)n1, O=C1CCC(CC(C(=O)O)c2cccc(C(F)(F)F)c2)C1, Cc1cccc(C)n1. Yields the product CC(C)(O)Cn1ccc(NC(=O)C(CC2CCC(=O)C2)c2cccc(C(F)(F)F)c2)n1. As a reaction SMILES: [CH2:47]([Cl:48])[Cl:49].[CH3:50][N:51]([CH3:52])[CH:53]=[O:54].[Cl:22][C:23]([C:24]([Cl:25])=[O:26])=[O:27].[NH2:28][c:29]1[n:30][n:31]([CH2:34][C:35]([CH3:36])([OH:37])[CH3:38])[cH:32][cH:33]1.[O:1]=[C:2]1[CH2:3][CH:4]([CH2:7][CH:8]([C:9](=[O:10])[OH:11])[c:12]2[cH:13][c:14]([C:18]([F:19])([F:20])[F:21])[cH:15][cH:16][cH:17]2)[CH2:5][CH2:6]1.[n:39]1[c:40]([CH3:41])[cH:42][cH:43][cH:44][c:45]1[CH3:46]>>[O:1]=[C:2]1[CH2:3][CH:4]([CH2:7][CH:8]([C:9](=[O:11])[NH:28][c:29]2[n:30][n:31]([CH2:34][C:35]([CH3:36])([OH:37])[CH3:38])[cH:32][cH:33]2)[c:12]2[cH:13][c:14]([C:18]([F:19])([F:20])[F:21])[cH:15][cH:16][cH:17]2)[CH2:5][CH2:6]1.